This data is from the Open Reaction Database (ORD), a public repository of structured organic reaction records. The task is: describe an organic reaction: reactants, conditions, products, and yield Reactants: O=C1N(C2=C(N1)C=CC(=C2)C(=O)OC)C(=O)OCC2=CC=CC=C2 (methyl 2-oxo-3-(benzyloxycarbonyl)—(3H)—benzimidazole-5-carboxylate), C([O-])([O-])=O.[Cs+].[Cs+] (cesium carbonate), BrCC1=CC=C2C=CC(=CC2=C1)C#N (7-(bromomethyl)naphthalene-2-carbonitrile). Solvent: C(C)(=O)OCC (ethyl acetate), CN(C)C=O (DMF). Reaction conditions: time 1.5 hour. Yields the product C(#N)C1=CC=C2C=CC(=CC2=C1)CN1C(NC2=C1C=CC(=C2)C(=O)OC)=O (methyl 1-[(7-cyano(2-naphthyl))methyl]-2-oxo-(3H)—benzimidazole-5-carboxylate). Isolated yield 69.7%. RXN SMILES: [O:1]=[C:2]1[NH:6][C:5]2[CH:7]=[CH:8][C:9]([C:11]([O:13][CH3:14])=[O:12])=[CH:10][C:4]=2[N:3]1C(OCC1C=CC=CC=1)=O.C(=O)([O-])[O-].[Cs+].[Cs+].Br[CH2:32][C:33]1[CH:42]=[C:41]2[C:36]([CH:37]=[CH:38][C:39]([C:43]#[N:44])=[CH:40]2)=[CH:35][CH:34]=1>CN(C=O)C.C(OCC)(=O)C>[C:43]([C:39]1[CH:40]=[C:41]2[C:36]([CH:35]=[CH:34][C:33]([CH2:32][N:6]3[C:5]4[CH:7]=[CH:8][C:9]([C:11]([O:13][CH3:14])=[O:12])=[CH:10][C:4]=4[NH:3][C:2]3=[O:1])=[CH:42]2)=[CH:37][CH:38]=1)#[N:44] |f:1.2.3|. Reported procedure: To a chilled solution of methyl 2-oxo-3-(benzyloxycarbonyl)—(3H)—benzimidazole-5-carboxylate (110 mg, 0.337 mmol) in DMF (3 mL) was added cesium carbonate (0.275 g, 0.84 mmol) followed by 7-(bromomethyl)naphthalene-2-carbonitrile (108 mg, 0.44 mmol). The reaction was stirred at room temperature for 1.5 hours, diluted with ethyl acetate, washed with water and brine, dried over sodium sulfate and concentrated in vacuo. This residue was redissolved in methanol (4 mL), CH3CN (3 mL) and IN LiOH (0.7 ... Starting materials: S1C=CC=C1 (thiophene), BrC1=C(C=CC(=C1)C(C)C)N(CC)C1=NC(=CC(=N1)N1CCC(CC1)=O)C (2-[N-(2-bromo-4-isopropylphenyl)-N-ethylamino]-6-methyl-4-(4-oxopiperidin-1-yl)pyrimidine). Yields the product BrC1=C(C=CC(=C1)C(C)C)N(CC)C1=NC(=CC(=N1)N1CCC(CC1)(O)C=1SC=CC1)C (2-(N-(2-bromo-4-isopropylphenyl)-N-ethylamino]-4-[4-(thiophen-2-yl)-4-hydroxypiperidin-l-yl]-6-methylpyrimidine). Isolated yield 44.2%. Reaction SMILES: [S:1]1[CH:5]=[CH:4][CH:3]=[CH:2]1.[Br:6][C:7]1[CH:12]=[C:11]([CH:13]([CH3:15])[CH3:14])[CH:10]=[CH:9][C:8]=1[N:16]([C:19]1[N:24]=[C:23]([N:25]2[CH2:30][CH2:29][C:28](=[O:31])[CH2:27][CH2:26]2)[CH:22]=[C:21]([CH3:32])[N:20]=1)[CH2:17][CH3:18]>>[Br:6][C:7]1[CH:12]=[C:11]([CH:13]([CH3:14])[CH3:15])[CH:10]=[CH:9][C:8]=1[N:16]([C:19]1[N:24]=[C:23]([N:25]2[CH2:30][CH2:29][C:28]([C:2]3[S:1][CH:5]=[CH:4][CH:3]=3)([OH:31])[CH2:27][CH2:26]2)[CH:22]=[C:21]([CH3:32])[N:20]=1)[CH2:17][CH3:18]. Procedure: The operation of Example 4-(1) was followed using 168 mg of thiophene and 432 mg of 2-[N-(2-bromo-4-isopropylphenyl)-N-ethylamino]-6-methyl-4-(4-oxopiperidin-1-yl)pyrimidine to give 228 mg of 2-(N-(2-bromo-4-isopropylphenyl)-N-ethylamino]-4-[4-(thiophen-2-yl)-4-hydroxypiperidin-l-yl]-6-methylpyrimidine.